Dataset: the Open Reaction Database (ORD), a public repository of structured organic reaction records. Task: describe an organic reaction: reactants, conditions, products, and yield Reactants: ClC1=NC=C(C(=O)NCC2CC2)C=C1 (6-Chloro-N-cyclopropylmethylnicotinamide), ClC1=NC=C(C(=O)NCC2CC2)C=C1 (6-Chloro-N-cyclopropylmethylnicotinamide), CC1=C(C=C(C(=O)NC=2SC=CN2)C=C1)B1OC(C(O1)(C)C)(C)C (4-methyl-3-(4,4,5,5-tetramethyl-[1,3,2]dioxaborolan-2-yl)-N-(thiazol-2-yl)-benzamide), CC1=C(C=C(C(=O)NC=2SC=CN2)C=C1)B1OC(C(O1)(C)C)(C)C (4-methyl-3-(4,4,5,5-tetramethyl-[1,3,2]dioxaborolan-2-yl)-N-(thiazol-2-yl)-benzamide). The product is C1(CC1)CNC(C1=CN=C(C=C1)C1=C(C=CC(=C1)C(NC=1SC=CN1)=O)C)=O (N-Cyclopropylmethyl-6-[5-(thiazol-2-ylcarbamoyl)-2-methyl-phenyl]-nicotinamide). Reaction SMILES: Cl[C:2]1[CH:14]=[CH:13][C:5]([C:6]([NH:8][CH2:9][CH:10]2[CH2:12][CH2:11]2)=[O:7])=[CH:4][N:3]=1.[CH3:15][C:16]1[CH:29]=[CH:28][C:19]([C:20]([NH:22][C:23]2[S:24][CH:25]=[CH:26][N:27]=2)=[O:21])=[CH:18][C:17]=1B1OC(C)(C)C(C)(C)O1>>[CH:10]1([CH2:9][NH:8][C:6](=[O:7])[C:5]2[CH:13]=[CH:14][C:2]([C:17]3[CH:18]=[C:19]([C:20](=[O:21])[NH:22][C:23]4[S:24][CH:25]=[CH:26][N:27]=4)[CH:28]=[CH:29][C:16]=3[CH3:15])=[N:3][CH:4]=2)[CH2:12][CH2:11]1. Procedure details: N-Cyclopropylmethyl-6-[5-(thiazol-2-ylcarbamoyl)-2-methyl-phenyl]-nicotinamide was prepared from 6-chloro-N-cyclopropylmethylnicotinamide (Intermediate 1) and 4-methyl-3-(4,4,5,5-tetramethyl-[1,3,2]dioxaborolan-2-yl)-N-(thiazol-2-yl)-benzamide (Intermediate 11) using General Method B. LCMS: retention time 2.99 min, MH− 393. NMR: δH [2H6]-DMSO 12.71,(1H, b), 9.13,(1H, s), 8.86,(1H, t), 8.34,(1H, d), 8.21,(1H, s), 8.07,(1H, d), 7.81,(1H, d), 7.57,(1H, d), 7.52,(1H, d), 7.29,(1H, d), 3.21,(2H, t), ... The reactants are C(C)C1(OC1)CC (2,2-diethyloxirane), NC=1C=C(C=CC1)C(CC#N)O (3-(3-aminophenyl)-3-hydroxypropanenitrile). Yields the product C(C)C(CNC=1C=C(C=CC1)C(CC#N)O)(CC)O (3-(3-(2-ethyl-2-hydroxybutylamino)phenyl)-3-hydroxypropanenitrile). Reaction SMILES: [CH2:1]([C:3]1([CH2:6][CH3:7])[CH2:5][O:4]1)[CH3:2].[NH2:8][C:9]1[CH:10]=[C:11]([CH:15]([OH:19])[CH2:16][C:17]#[N:18])[CH:12]=[CH:13][CH:14]=1>>[CH2:1]([C:3]([OH:4])([CH2:6][CH3:7])[CH2:5][NH:8][C:9]1[CH:10]=[C:11]([CH:15]([OH:19])[CH2:16][C:17]#[N:18])[CH:12]=[CH:13][CH:14]=1)[CH3:2]. Reported procedure: Reaction between 2,2-diethyloxirane and aniline 12 gives 3-(3-(2-ethyl-2-hydroxybutylamino)phenyl)-3-hydroxypropanenitrile. The reactants are Cc1ccc(S(=O)(=O)OCC2Cc3cc(-c4ccccc4)cc(-c4cccc(C)c4)c3O2)cc1, CN, Cl. As a reaction SMILES: [CH3:2][c:3]1[cH:4][c:5](-[c:9]2[cH:10][c:11](-[c:30]3[cH:31][cH:32][cH:33][cH:34][cH:35]3)[cH:12][c:13]3[c:17]2[O:16][CH:15]([CH2:18][O:19][S:20]([c:21]2[cH:22][cH:23][c:24]([CH3:25])[cH:26][cH:27]2)(=[O:28])=[O:29])[CH2:14]3)[cH:6][cH:7][cH:8]1.[CH3:36][NH2:37].[ClH:1]>>[CH3:2][c:3]1[cH:4][c:5](-[c:9]2[cH:10][c:11](-[c:30]3[cH:31][cH:32][cH:33][cH:34][cH:35]3)[cH:12][c:13]3[c:17]2[O:16][CH:15]([CH2:18][NH:37][CH3:36])[CH2:14]3)[cH:6][cH:7][cH:8]1. Product: CNCC1Cc2cc(-c3ccccc3)cc(-c3cccc(C)c3)c2O1. The reactants are CC1=C(NC2=CC=C(C=C12)C#N)C=1C=NC=CC1 (3-methyl-2-pyridin-3-yl-1H-indole-5-carbonitrile), BrCC(=O)OC(C)(C)C (tert-butyl bromoacetate). Yields the product C(C)(C)(C)OC(CN1C(=C(C2=CC(=CC=C12)C#N)C)C=1C=NC=CC1)=O ((5-cyano-3-methyl-2-pyridin-3-yl-indol-1-yl)-acetic acid tert-butyl ester). RXN SMILES: [CH3:1][C:2]1[C:10]2[C:5](=[CH:6][CH:7]=[C:8]([C:11]#[N:12])[CH:9]=2)[NH:4][C:3]=1[C:13]1[CH:14]=[N:15][CH:16]=[CH:17][CH:18]=1.Br[CH2:20][C:21]([O:23][C:24]([CH3:27])([CH3:26])[CH3:25])=[O:22]>>[C:24]([O:23][C:21](=[O:22])[CH2:20][N:4]1[C:5]2[C:10](=[CH:9][C:8]([C:11]#[N:12])=[CH:7][CH:6]=2)[C:2]([CH3:1])=[C:3]1[C:13]1[CH:14]=[N:15][CH:16]=[CH:17][CH:18]=1)([CH3:27])([CH3:26])[CH3:25]. Reported procedure: 3-Methyl-2-pyridin-3-yl-1H-indole-5-carbonitrile (Example 6) and tert-butyl bromoacetate are processed according to the method described in Example 68 to give (5-cyano-3-methyl-2-pyridin-3-yl-indol-1-yl)-acetic acid tert-butyl ester. 1H NMR (400 MHz, MeOD) δ ppm 1.38 (s, 9H), 2.31 (s, 3H), 4.83 (s, 2H), 7.56 (d, J=1.3 Hz, 2H), 7.66 (ddd, J=7.8, 4.9, 0.9 Hz, 1H), 7.95 (dt, J=7.8, 1.9 Hz, 1H), 8.09 (s, 1H), 8.63 (d, J=1.3 Hz, 1H), 8.71 (dd, J=4.9, 1.6 Hz, 1H). HRMS (ESI) m/z 348.1719 [(M+H)+ Calcd...